Dataset: the Open Reaction Database (ORD), a public repository of structured organic reaction records. Task: describe an organic reaction: reactants, conditions, products, and yield The product is FC(F)(F)c1ccc(CN2CC3CN(c4ccc5nnc(C(F)(F)F)n5n4)CC3C2)cc1. Reactants: FC(F)(F)c1nnc2ccc(N3CC4CNCC4C3)nn12, O=Cc1ccc(C(F)(F)F)cc1. Reaction SMILES: [CH2:1]1[N:2]([c:9]2[cH:10][cH:11][c:12]3[n:13]([n:14]2)[c:15]([C:18]([F:19])([F:20])[F:21])[n:16][n:17]3)[CH2:3][CH:4]2[CH:5]1[CH2:6][NH:7][CH2:8]2.[F:22][C:23]([c:24]1[cH:25][cH:26][c:27]([CH:28]=[O:29])[cH:30][cH:31]1)([F:32])[F:33]>>[CH2:1]1[N:2]([c:9]2[cH:10][cH:11][c:12]3[n:13]([n:14]2)[c:15]([C:18]([F:19])([F:20])[F:21])[n:16][n:17]3)[CH2:3][CH:4]2[CH:5]1[CH2:6][N:7]([CH2:28][c:27]1[cH:26][cH:25][c:24]([C:23]([F:22])([F:32])[F:33])[cH:31][cH:30]1)[CH2:8]2. Conditions: temperature 125 celsius. As a reaction SMILES: [C:1]([N:5]1[CH2:32][CH2:31][CH2:30][CH2:29][C:8]2[C:9](Br)=[C:10]3[C:19]4[CH:18]=[C:17]([C:20]5[CH:21]=[N:22][CH:23]=[CH:24][CH:25]=5)[C:16]([O:26][CH3:27])=[CH:15][C:14]=4[CH2:13][CH2:12][N:11]3[C:7]=2[C:6]1=[O:33])([CH3:4])([CH3:3])[CH3:2].[O:34]1[CH2:39][CH:38]=[C:37](B2OC(C)(C)C(C)(C)O2)[CH2:36][CH2:35]1.C([O-])([O-])=O.[K+].[K+]>CN(C=O)C.O.C1C=CC([P]([Pd]([P](C2C=CC=CC=2)(C2C=CC=CC=2)C2C=CC=CC=2)([P](C2C=CC=CC=2)(C2C=CC=CC=2)C2C=CC=CC=2)[P](C2C=CC=CC=2)(C2C=CC=CC=2)C2C=CC=CC=2)(C2C=CC=CC=2)C2C=CC=CC=2)=CC=1>[C:1]([N:5]1[CH2:32][CH2:31][CH2:30][CH2:29][C:8]2[C:9]([C:37]3[CH2:38][CH2:39][O:34][CH2:35][CH:36]=3)=[C:10]3[C:19]4[CH:18]=[C:17]([C:20]5[CH:21]=[N:22][CH:23]=[CH:24][CH:25]=5)[C:16]([O:26][CH3:27])=[CH:15][C:14]=4[CH2:13][CH2:12][N:11]3[C:7]=2[C:6]1=[O:33])([CH3:4])([CH3:3])[CH3:2] |f:2.3.4,^1:64,66,85,104|. Starting materials: C(C)(C)(C)N1C(C2=C(C(=C3N2CCC=2C=C(C(=CC32)C=3C=NC=CC3)OC)Br)CCCC1)=O (9-tert-butyl-2-(3-pyridyl)-14-bromo-3-methoxy-5,6,10,11,12,13-hexahydroazocino[4′,3′:4,5]pyrrolo[2,1-a]isoquinolin-8(9H)-one), O1CCC(=CC1)B1OC(C(O1)(C)C)(C)C (2-(3,6-dihydro-2H-pyran-4-yl)-4,4,5,5,-tetramethyl-1,3,2-dioxaborolane), C(=O)([O-])[O-].[K+].[K+] (K2CO3). The reagents and catalysts are C=1C=CC(=CC1)[P](C=2C=CC=CC2)(C=3C=CC=CC3)[Pd]([P](C=4C=CC=CC4)(C=5C=CC=CC5)C=6C=CC=CC6)([P](C=7C=CC=CC7)(C=8C=CC=CC8)C=9C=CC=CC9)[P](C=1C=CC=CC1)(C=1C=CC=CC1)C=1C=CC=CC1 (tetrakis(triphenylphosphine)palladium(0)). The solvent is O (water), CN(C)C=O (DMF). Procedure: A mixture of 75 mg of 25b, 37 mg of 2-(3,6-dihydro-2H-pyran-4-yl)-4,4,5,5,-tetramethyl-1,3,2-dioxaborolane, 41 mg of K2CO3 and 17 mg of tetrakis(triphenylphosphine)palladium(0) in 3 ml of degassed DMF was heated under N2 atmosphere at 125° C. for 2 hr. The reaction was cooled and diluted with 15 ml of water. The product was extracted with ethyl acetate. The organic extract was washed with water, dried and concentrated. The remainder was chromatographed over silcagel (using a gradient of heptane/... The product is C(C)(C)(C)N1C(C2=C(C(=C3N2CCC=2C=C(C(=CC32)C=3C=NC=CC3)OC)C=3CCOCC3)CCCC1)=O (9-tert-butyl-2-(3-pyridyl)-14-(3,6-dihydro-2H-pyran-4-yl)-3-methoxy-5,6,10,11,12,13-hexahydroazocino[4′,3′:4,5]pyrrolo[2,1-a]isoquinolin-8(9H)-one). Reactants: CC(C)(C)OC(=O)N1CCC(Oc2cccc3c2CCN3c2ncc(Br)cn2)CC1, CS(C)=O, [Cu]I, [Na+], [OH-], O, O=C(O)C1CCCN1. Yields the product CC(C)(C)OC(=O)N1CCC(Oc2cccc3c2CCN3c2ncc(S(C)(=O)=O)cn2)CC1. Reaction SMILES: [Br:1][c:2]1[cH:3][n:4][c:5]([N:8]2[CH2:9][CH2:10][c:11]3[c:12]([O:17][CH:18]4[CH2:19][CH2:20][N:21]([C:24](=[O:25])[O:26][C:27]([CH3:28])([CH3:29])[CH3:30])[CH2:22][CH2:23]4)[cH:13][cH:14][cH:15][c:16]32)[n:6][cH:7]1.[CH3:41][S:42](=[O:43])[CH3:44].[Cu:45][I:46].[Na+:40].[OH-:39].[OH2:47].[OH:31][C:32]([CH:33]1[NH:34][CH2:35][CH2:36][CH2:37]1)=[O:38]>>[c:2]1([S:42](=[O:39])(=[O:43])[CH3:44])[cH:3][n:4][c:5]([N:8]2[CH2:9][CH2:10][c:11]3[c:12]([O:17][CH:18]4[CH2:19][CH2:20][N:21]([C:24](=[O:25])[O:26][C:27]([CH3:28])([CH3:29])[CH3:30])[CH2:22][CH2:23]4)[cH:13][cH:14][cH:15][c:16]32)[n:6][cH:7]1. Yields the product CC1(c2cc(NC(=O)c3ccn(C(F)F)n3)ccc2F)N=C(N)OCC1(F)F. RXN SMILES: [F:19][CH:20]([n:21]1[n:22][c:23]([C:26](=[O:27])[OH:28])[cH:24][cH:25]1)[F:29].[NH2:1][c:2]1[cH:3][cH:4][c:5]([F:18])[c:6]([C:8]2([CH3:17])[N:9]=[C:10]([NH2:16])[O:11][CH2:12][C:13]2([F:14])[F:15])[cH:7]1>>[NH:1]([c:2]1[cH:3][cH:4][c:5]([F:18])[c:6]([C:8]2([CH3:17])[N:9]=[C:10]([NH2:16])[O:11][CH2:12][C:13]2([F:14])[F:15])[cH:7]1)[C:26]([c:23]1[n:22][n:21]([CH:20]([F:19])[F:29])[cH:25][cH:24]1)=[O:27]. Reactants: O=C(O)c1ccn(C(F)F)n1, CC1(c2cc(N)ccc2F)N=C(N)OCC1(F)F. Reactants: ClCC1N(C2=C(C(N(C1)C(C)C)=O)C=CC=C2)C (2-chloromethyl-1,2,3,4-tetrahydro-1-methyl-4-(1-methylethyl)-5H-1,4-benzodiazepin-5-one), CNC (dimethylamine), steel. The solvent is CO (methanol). Reaction conditions: temperature 100 celsius, time 15 hour. Product: CN1C(CN(C(C2=C1C=CC=C2)=O)C(C)C)CN(C)C (1,2,3,4-Tetrahydro-1-methyl-2-[(dimethylamino)methyl]-4-(1-methylethyl)-5H-1,4-benzodiazepin-5-one). Reaction SMILES: Cl[CH2:2][CH:3]1[CH2:9][N:8]([CH:10]([CH3:12])[CH3:11])[C:7](=[O:13])[C:6]2[CH:14]=[CH:15][CH:16]=[CH:17][C:5]=2[N:4]1[CH3:18].[CH3:19][NH:20][CH3:21]>CO>[CH3:18][N:4]1[C:5]2[CH:17]=[CH:16][CH:15]=[CH:14][C:6]=2[C:7](=[O:13])[N:8]([CH:10]([CH3:12])[CH3:11])[CH2:9][CH:3]1[CH2:2][N:20]([CH3:21])[CH3:19]. Procedure details: A mixture of 5.0 g (0.02 mole) of 2-chloromethyl-1,2,3,4-tetrahydro-1-methyl-4-(1-methylethyl)-5H-1,4-benzodiazepin-5-one, and 15.0 g (0.45 mole) of dimethylamine, and 200 ml of methanol were placed in a steel bomb and heated and stirred at 100° C. for 15 hr. After concentrating in vacuo, the residue partitioned between dilute sodium hydroxide solution and chloroform. The chloroform layer was dried over anhydrous sodium sulfate, filtered and concentrated in vacuo. The residue crystallized in iso... Starting materials: CC(C)n1c(=O)n(-c2ccc(OCc3ccccc3)cc2)c2ncc(Cl)cc21, CCOC(C)=O. Yields the product CC(C)n1c(=O)n(-c2ccc(O)cc2)c2ncc(Cl)cc21. Reaction SMILES: [CH2:1]([c:2]1[cH:3][cH:4][cH:5][cH:6][cH:7]1)[O:8][c:9]1[cH:10][cH:11][c:12](-[n:15]2[c:16](=[O:28])[n:17]([CH:25]([CH3:26])[CH3:27])[c:18]3[c:19]2[n:20][cH:21][c:22]([Cl:24])[cH:23]3)[cH:13][cH:14]1.[CH3:29][CH2:30][O:31][C:32]([CH3:33])=[O:34]>>[OH:8][c:9]1[cH:10][cH:11][c:12](-[n:15]2[c:16](=[O:28])[n:17]([CH:25]([CH3:26])[CH3:27])[c:18]3[c:19]2[n:20][cH:21][c:22]([Cl:24])[cH:23]3)[cH:13][cH:14]1. Starting materials: C(=C)C=1C=C2CC(OC(C2=CC1)=O)C (6-ethenyl-3-methyl-3,4-dihydro-1H-isochromen-1-one), C1=CC(=CC(=C1)Cl)C(=O)OO (mCPBA). Solvent: O (water), C(Cl)Cl (DCM), C(Cl)Cl (DCM). Yields the product C[C@H]1OC(C2=CC=C(C=C2C1)C1OC1)=O ((3R)-3-methyl-6-(oxiran-2-yl)-3,4-dihydro-1H-isochromen-1-one). RXN SMILES: [CH:1]([C:3]1[CH:4]=[C:5]2[C:10](=[CH:11][CH:12]=1)[C:9](=[O:13])[O:8][CH:7]([CH3:14])[CH2:6]2)=[CH2:2].C1C=C(Cl)C=C(C(OO)=[O:23])C=1>C(Cl)Cl.O>[CH3:14][C@@H:7]1[CH2:6][C:5]2[C:10](=[CH:11][CH:12]=[C:3]([CH:1]3[CH2:2][O:23]3)[CH:4]=2)[C:9](=[O:13])[O:8]1. Procedure: A solution of 6-ethenyl-3-methyl-3,4-dihydro-1H-isochromen-1-one (1.69 g, 8.98 mmol) in DCM (60 mL) was treated with mCPBA (3.100 g, 17.96 mmol) overnight at room temperature. The reaction was then diluted with water (50 mL) and DCM (50 mL). The organic layer was further washed successively with saturated aqueous sodium bicarbonate (30 mL), water (30 mL), and brine (30 mL). The organic layer was then dried over magnesium sulfate, filtered and concentrated. The residue was purified via MPLC (15-4... The reactants are CC=1SC(=C(N1)\C=C\C1=CC=CC=C1)CC(=O)OC (Methyl 2-methyl-4-[(E)-styryl]-5-thiazolacetate), COC(N(C)C)OC (dimethylformamide dimethyl acetal). Run at temperature 22.5 celsius, time 3 hour. The product is CO\C=C(\C(=O)OC)/C1=C(N=C(S1)C)\C=C\C1=CC=CC=C1 (Methyl α-[(Z)-methoxy methylene]-2-methyl-4-[(E)-styryl]-5-thiazolacetate). RXN SMILES: [CH3:1][C:2]1[S:3][C:4]([CH2:15][C:16]([O:18][CH3:19])=[O:17])=[C:5](/[CH:7]=[CH:8]/[C:9]2[CH:14]=[CH:13][CH:12]=[CH:11][CH:10]=2)[N:6]=1.[CH3:20][O:21][CH:22](OC)N(C)C>>[CH3:20][O:21]/[CH:22]=[C:15](\[C:4]1[S:3][C:2]([CH3:1])=[N:6][C:5]=1[CH:7]=[CH:8][C:9]1[CH:10]=[CH:11][CH:12]=[CH:13][CH:14]=1)/[C:16]([O:18][CH3:19])=[O:17]. Reported procedure: A mixture of 3 g of the product of Step A and 30 ml of dimethylformamide dimethyl acetal was refluxed for 5 hours and then allowed to return to 25° C. The mixture was evaporated to dryness and the residue was dissolved in 30 ml of tetrahydrofuran and 5 ml of a 2N hydrochloric acid solution. After standing for 3 hours at 25° C., 10 ml of water were added, followed by decanting and extracting with methylene chloride. The organic phase was dried over magnesium sulfate, filtered and evaporated to dr...